This data is from the Open Reaction Database (ORD), a public repository of structured organic reaction records. The task is: describe an organic reaction: reactants, conditions, products, and yield Reactants: Cl (Hydrogen chloride), CC(CC=1N=C(N(C1)C(C1=CC=CC=C1)(C1=CC=CC=C1)C1=CC=CC=C1)CC(NC)C1=CC=C(C=C1)C1=NC=C(C=C1)F)(CC)C (2-[4-(2,2-dimethylbutyl)-1-trityl-1H-imidazol-2-yl]-1-[4-(5-fluoropyridin-2-yl)phenyl]-N-methylethanamine). Solvent: CO (methanol). Reaction conditions: temperature 60 celsius, time 1 hour. The product is CC(CC=1N=C(NC1)CC(NC)C1=CC=C(C=C1)C1=NC=C(C=C1)F)(CC)C (2-[4-(2,2-dimethylbutyl)-1H-imidazol-2-yl]-1-[4-(5-fluoropyridin-2-yl)phenyl]-N-methylethanamine). As a reaction SMILES: Cl.[CH3:2][C:3]([CH3:48])([CH2:46][CH3:47])[CH2:4][C:5]1[N:6]=[C:7]([CH2:29][CH:30]([C:33]2[CH:38]=[CH:37][C:36]([C:39]3[CH:44]=[CH:43][C:42]([F:45])=[CH:41][N:40]=3)=[CH:35][CH:34]=2)[NH:31][CH3:32])[N:8](C(C2C=CC=CC=2)(C2C=CC=CC=2)C2C=CC=CC=2)[CH:9]=1>CO>[CH3:2][C:3]([CH3:48])([CH2:46][CH3:47])[CH2:4][C:5]1[N:6]=[C:7]([CH2:29][CH:30]([C:33]2[CH:38]=[CH:37][C:36]([C:39]3[CH:44]=[CH:43][C:42]([F:45])=[CH:41][N:40]=3)=[CH:35][CH:34]=2)[NH:31][CH3:32])[NH:8][CH:9]=1. Reported procedure: Hydrogen chloride (4 M in dioxane) (2.6 mL, 10.5 mmol) was added to a solution of 2-[4-(2,2-dimethylbutyl)-1-trityl-1H-imidazol-2-yl]-1-[4-(5-fluoropyridin-2-yl)phenyl]-N-methylethanamine (1.3 g, 2.1 mmol) in methanol (20 mL). After stirring at 60° C. for 1 h, volatiles were removed. The residue was partitioned between 1 N hydrochloric acid and hexane/diethyl:ether (3:1). The aqueous phase was washed with hexane/diethyl ether (3:1), basified with saturated aqueous sodium carbonate and extracted ... Starting materials: Brc1cnccc1-c1ccccc1, O=C([O-])[O-], CCCCN1Cc2cc(O)ccc2C1=O, CN1CCCC1=O, CCOC(C)=O, [Cs+], [Cs+], [Cu]I, O. Reaction SMILES: [Br:1][c:2]1[cH:3][n:4][cH:5][cH:6][c:7]1-[c:8]1[cH:9][cH:10][cH:11][cH:12][cH:13]1.[C:29](=[O:30])([O-:31])[O-:32].[CH2:14]([CH2:15][CH2:16][CH3:17])[N:18]1[C:19](=[O:28])[c:20]2[cH:21][cH:22][c:23]([OH:27])[cH:24][c:25]2[CH2:26]1.[CH3:36][N:37]1[CH2:38][CH2:39][CH2:40][C:41]1=[O:42].[CH3:45][CH2:46][O:47][C:48](=[O:49])[CH3:50].[Cs+:33].[Cs+:34].[Cu:43][I:44].[OH2:35]>>[c:2]1([O:27][c:23]2[cH:22][cH:21][c:20]3[c:25]([cH:24]2)[CH2:26][N:18]([CH2:14][CH2:15][CH2:16][CH3:17])[C:19]3=[O:28])[cH:3][n:4][cH:5][cH:6][c:7]1-[c:8]1[cH:9][cH:10][cH:11][cH:12][cH:13]1. The product is CCCCN1Cc2cc(Oc3cnccc3-c3ccccc3)ccc2C1=O.